From a dataset of the Open Reaction Database (ORD), a public repository of structured organic reaction records. describe an organic reaction: reactants, conditions, products, and yield Starting materials: O=C([O-])O, N#CCc1cc(-c2ccc(OC(F)(F)F)cc2)nn1CC(F)(F)F, [Na+], [Na+], [OH-]. Product: O=C(O)Cc1cc(-c2ccc(OC(F)(F)F)cc2)nn1CC(F)(F)F. RXN SMILES: [C:27]([O-:28])([OH:29])=[O:30].[F:1][C:2]([CH2:3][n:4]1[n:5][c:6](-[c:12]2[cH:13][cH:14][c:15]([O:18][C:19]([F:20])([F:21])[F:22])[cH:16][cH:17]2)[cH:7][c:8]1[CH2:9][C:10]#[N:11])([F:23])[F:24].[Na+:26].[Na+:31].[OH-:25]>>[F:1][C:2]([CH2:3][n:4]1[n:5][c:6](-[c:12]2[cH:13][cH:14][c:15]([O:18][C:19]([F:20])([F:21])[F:22])[cH:16][cH:17]2)[cH:7][c:8]1[CH2:9][C:27]([OH:28])=[O:30])([F:23])[F:24].